From a dataset of the Open Reaction Database (ORD), a public repository of structured organic reaction records. describe an organic reaction: reactants, conditions, products, and yield Starting materials: ( 1 ), N[C@@H](CC1=CNC2=CC=CC=C12)C(=O)O (Trp), ( 1 ), N[C@@H](CCCNC(N)=N)C(=O)O (Arg), ( 2 ). Product: N[C@@H](CC(C)C)C(=O)O (Leu). RXN SMILES: N[C@H](C(O)=O)CCCNC(=N)N.[NH2:13][C@H:14]([C:25]([OH:27])=[O:26])[CH2:15][C:16]1[C:24]2C(=CC=CC=2)N[CH:17]=1>>[NH2:13][C@H:14]([C:25]([OH:27])=[O:26])[CH2:15][CH:16]([CH3:24])[CH3:17]. Procedure: His; 1.04 (1), Arg; 2.05 (2), Trp; 0.88 (1) The reactants are C1CCOC1, CCN(C(C)C)C(C)C, Nc1cc(C2CC2)[nH]n1, N#Cc1cc(F)cc(F)c1[N+](=O)[O-]. The product is N#Cc1cc(F)cc(Nc2cc(C3CC3)[nH]n2)c1[N+](=O)[O-]. RXN SMILES: [CH2:32]1[O:33][CH2:34][CH2:35][CH2:36]1.[CH:14]([N:15]([CH2:16][CH3:17])[CH:18]([CH3:19])[CH3:20])([CH3:21])[CH3:22].[CH:23]1([c:26]2[cH:27][c:28]([NH2:31])[n:29][nH:30]2)[CH2:24][CH2:25]1.[F:1][c:2]1[c:3]([N+:11](=[O:12])[O-:13])[c:4]([C:5]#[N:6])[cH:7][c:8]([F:10])[cH:9]1>>[c:2]1([NH:31][c:28]2[cH:27][c:26]([CH:23]3[CH2:24][CH2:25]3)[nH:30][n:29]2)[c:3]([N+:11](=[O:12])[O-:13])[c:4]([C:5]#[N:6])[cH:7][c:8]([F:10])[cH:9]1. Starting materials: C1(=CC=CC=C1)P(=O)(C1=CC=CC=C1)OC=1[C@@H]([C@H]2N(C1C(=O)OCC1=CC=C(C=C1)[N+](=O)[O-])C([C@@H]2[C@@H](C)O)=O)C (p-nitrobenzyl (1R,5R,6S)-2-(di-phenylphosphoryloxy)-6-[(R)-1-hydroxyethyl]-1-methyl-carbapen-2-em-3-carboxylate), C1(=CC=CC=C1)P(=O)(C1=CC=CC=C1)OC=1[C@@H]([C@H]2N(C1C(=O)OCC1=CC=C(C=C1)[N+](=O)[O-])C([C@@H]2[C@@H](C)O)=O)C (p-nitrobenzyl (1R,5R,6S)-2-(di-phenylphosphoryloxy)-6-[(R)-1-hydroxyethyl]-1-methyl-carbapen-2-em-3-carboxylate), C(C)(C)N(CC)C(C)C (diisopropylethylamine), C(C)(=O)SC1CN(C1)C=1SCCN1 (3-acetylthio-1-(thiazolin-2-yl)azetidine), Compound ( 21 ), SC1CN(C1)C=1SCCN1 (3-mercapto-1-(thiazolin-2-yl)azetidine). RXN SMILES: [SH:1][CH:2]1[CH2:5][N:4]([C:6]2[S:7][CH2:8][CH2:9][N:10]=2)[CH2:3]1.C1(P(O[C:26]2[C@H:27]([CH3:50])[C@@H:28]3[C@@H:45]([C@H:46]([OH:48])[CH3:47])[C:44](=[O:49])[N:29]3[C:30]=2[C:31]([O:33][CH2:34][C:35]2[CH:40]=[CH:39][C:38]([N+:41]([O-:43])=[O:42])=[CH:37][CH:36]=2)=[O:32])(C2C=CC=CC=2)=O)C=CC=CC=1.C(N(C(C)C)CC)(C)C.C(SC1CN(C2SCCN=2)C1)(=O)C>C(#N)C.C(Cl)(Cl)Cl.C(OCC)(=O)C>[S:7]1[CH2:8][CH2:9][N:10]=[C:6]1[N:4]1[CH2:5][CH:2]([S:1][C:26]2[C@H:27]([CH3:50])[C@@H:28]3[C@@H:45]([C@H:46]([OH:48])[CH3:47])[C:44](=[O:49])[N:29]3[C:30]=2[C:31]([O:33][CH2:34][C:35]2[CH:36]=[CH:37][C:38]([N+:41]([O-:43])=[O:42])=[CH:39][CH:40]=2)=[O:32])[CH2:3]1 |f:4.5|. Procedure: 770 mg of 28% sodium methoxide-methanol solution was added to a mixture solution of 862 mg of Compound (18) obtained in the step (b) in 20 ml of anhydrous methanol under ice-cooling and nitrogen gas atmosphere. Then the reaction mixture was stirred for 10 minutes under the same conditions. After reaction, 4 ml of 2N--HCl was added to the reaction mixture and the solvent was removed under reduced pressure to give crude 3-mercapto-1-(thiazolin-2-yl)azetidine [Compound (19)]. Then the crude Compoun... Yields the product S1C(=NCC1)N1CC(C1)SC=1[C@@H]([C@H]2N(C1C(=O)OCC1=CC=C(C=C1)[N+](=O)[O-])C([C@@H]2[C@@H](C)O)=O)C (p-nitrobenzyl (1R,5S,6S)-2-[(1-(thiazolin-2-yl)azetidin-3-yl)thio]-6-[(R)-1-hydroxyethyl]-1-methyl-carbapen-2-em-3-carboxylate). The yield is 65.0%. Solvent: C(C)(=O)OCC (ethyl acetate), mixture, C(C)#N.C(Cl)(Cl)Cl (acetonitrile chloroform). Reactants: NC1=CC=C(C=N1)N1CCNCCC1 (1-(6-Amino-3-pyridyl)-homopiperazine), C(\C=C\C(=O)O)(=O)O (fumaric acid), Cl (hydrochloric acid), N(=O)[O-].[Na+] (Sodium nitrite), [OH-].[Na+] (sodium hydroxide). Reaction conditions: time 8 hour. Product: C(\C=C\C(=O)O)(=O)O.ClC1=CC=C(C=N1)N1CCNCCC1 (1-(6-Chloro-3-pyridyl)-homopiperazine fumaric acid salt). As a reaction SMILES: N[C:2]1[N:7]=[CH:6][C:5]([N:8]2[CH2:14][CH2:13][CH2:12][NH:11][CH2:10][CH2:9]2)=[CH:4][CH:3]=1.N([O-])=O.[Na+].[OH-].[Na+].[C:21]([OH:28])(=[O:27])/[CH:22]=[CH:23]/[C:24]([OH:26])=[O:25].[ClH:29]>>[C:21]([OH:28])(=[O:27])/[CH:22]=[CH:23]/[C:24]([OH:26])=[O:25].[Cl:29][C:2]1[N:7]=[CH:6][C:5]([N:8]2[CH2:14][CH2:13][CH2:12][NH:11][CH2:10][CH2:9]2)=[CH:4][CH:3]=1 |f:1.2,3.4,7.8|. Procedure: 1-(6-Amino-3-pyridyl)-homopiperazine (96 mg, 0.5 mmol) was solyed in conc. hydrochloric acid (2.0 ml). Sodium nitrite (45 mg, 0.65 mmol) was added at 0° C. The mixture was allowed to reach room-temperature and was stirred overnight. The mixture was poured out on water (20 ml) and was refluxed for 10 minutes. The mixture was made alkaline by adding aqueous sodium hydroxide (1.0 ml, 4 M). The mixture was extracted with ethyl acetate (3×10 ml). The product was isolated as an oil. Yield 50 mg (47%)....